Task: describe an organic reaction: reactants, conditions, products, and yield. Dataset: the Open Reaction Database (ORD), a public repository of structured organic reaction records The reactants are Cl.N1CCC(CC1)C(=O)C1=CC=CC2=CC=CC=C12 (1-naphthyl 4-piperidyl ketone hydrochloride), [BH4-].[K+] (potassium borohydride). Run in CO (methanol). The product is C1(=CC=CC2=CC=CC=C12)C(O)C1CCNCC1 (α-(1-naphthyl)-4-piperidinemethanol). Reaction SMILES: Cl.[NH:2]1[CH2:7][CH2:6][CH:5]([C:8]([C:10]2[C:19]3[C:14](=[CH:15][CH:16]=[CH:17][CH:18]=3)[CH:13]=[CH:12][CH:11]=2)=[O:9])[CH2:4][CH2:3]1.[BH4-].[K+]>CO>[C:10]1([CH:8]([CH:5]2[CH2:6][CH2:7][NH:2][CH2:3][CH2:4]2)[OH:9])[C:19]2[C:14](=[CH:15][CH:16]=[CH:17][CH:18]=2)[CH:13]=[CH:12][CH:11]=1 |f:0.1,2.3|. Procedure details: To a solution of 60 g (0.22 mole) of 1-naphthyl 4-piperidyl ketone hydrochloride in 500 ml of methanol, 35 g (0.65 mole) of potassium borohydride is added gradually while stirred in an ice bath and the mixture reacted for 18 hours. The mixture is concentrated in vacuo, the residue partitioned between chloroform and water, and the organic phase dried over magnesium sulfate, filtered and the solvent removed in vacuo to yield α-(1-naphthyl)-4-piperidinemethanol, which is dissolved in chloroform and... Reactants: C(C1=CC=CC=C1)OC1=C(C(=O)OC)C=C(C=C1)C=C (methyl 2-benzyloxy-5-vinylbenzoate), [OH-].[Na+] (sodium hydroxide), Cl (hydrochloric acid). Run in CO (methanol). Yields the product C(C1=CC=CC=C1)OC1=C(C(=O)O)C=C(C=C1)C=C (2-benzyloxy-5-vinylbenzoic acid). Isolated yield 80.6%. As a reaction SMILES: [CH2:1]([O:8][C:9]1[CH:18]=[CH:17][C:16]([CH:19]=[CH2:20])=[CH:15][C:10]=1[C:11]([O:13]C)=[O:12])[C:2]1[CH:7]=[CH:6][CH:5]=[CH:4][CH:3]=1.[OH-].[Na+].Cl>CO>[CH2:1]([O:8][C:9]1[CH:18]=[CH:17][C:16]([CH:19]=[CH2:20])=[CH:15][C:10]=1[C:11]([OH:13])=[O:12])[C:2]1[CH:3]=[CH:4][CH:5]=[CH:6][CH:7]=1 |f:1.2|. Procedure details: To a stirred solution of methyl 2-benzyloxy-5-vinylbenzoate (1.95 g) in methanol (10 ml) was added 2N aqueous sodium hydroxide solution (7.6 ml) at room temperature, and the mixture was heated under reflux for 1 hour with stirring. The reaction mixture was acidified with 2N hydrochloric acid, and the resulting mixture was extracted with dichloromethane. The extract was washed with brine and dried over anhydrous magnesium sulfate, and the solvent was removed under reduced pressure. Crystallizatio...